This data is from the Open Reaction Database (ORD), a public repository of structured organic reaction records. The task is: describe an organic reaction: reactants, conditions, products, and yield Starting materials: N[C@H]([C@@H](O)C1=CC=C(C=C1)[N+](=O)[O-])CO ((1S,2S)-(+)-2-amino-1-(4-nitrophenyl)-1,3-propanediol), BrCCCN1C(C=2C(C1=O)=CC=CC2)=O (N-(3-bromopropyl)phthalimide). Product: NCCCN[C@@H]([C@H](O)C1=CC=C(C=C1)[N+](=O)[O-])CO ((1R,2R)-2-[(3-aminopropyl)amino]-1-(4-nitrophenyl)propane-1,3-diol). Yield: 66.7%. Reaction SMILES: [NH2:1][C@@H:2]([CH2:14][OH:15])[C@H:3]([C:5]1[CH:10]=[CH:9][C:8]([N+:11]([O-:13])=[O:12])=[CH:7][CH:6]=1)[OH:4].Br[CH2:17][CH2:18][CH2:19][N:20]1C(=O)C2=CC=CC=C2C1=O>>[NH2:20][CH2:19][CH2:18][CH2:17][NH:1][C@H:2]([CH2:14][OH:15])[C@@H:3]([C:5]1[CH:6]=[CH:7][C:8]([N+:11]([O-:13])=[O:12])=[CH:9][CH:10]=1)[OH:4]. Procedure details: By using (1S,2S)-(+)-2-amino-1-(4-nitrophenyl)-1,3-propanediol (3.0 g) and N-(3-bromopropyl)phthalimide (4.53 g) as starting materials, the title compound (2.54 g) was obtained in the same manner as that of Reference Example 139.